From a dataset of the Open Reaction Database (ORD), a public repository of structured organic reaction records. describe an organic reaction: reactants, conditions, products, and yield Reactants: CC(C)(C)OC(=O)NCC(O)CNC(=O)C(CO)N(Cc1ccccc1)C(=O)[O-], CCO. The product is CC(C)(C)OC(=O)NCC(O)CNC(=O)C(N)CO. RXN SMILES: [CH2:1]([c:5]1[cH:6][cH:7][cH:9][cH:10][cH:11]1)[N:8]([C:2](=[O:3])[O-:4])[CH:12]([C:13](=[O:14])[NH:15][CH2:16][CH:17]([CH2:18][NH:19][C:20](=[O:21])[O:22][C:23]([CH3:24])([CH3:25])[CH3:26])[OH:27])[CH2:28][OH:29].[CH3:30][CH2:31][OH:32]>>[NH2:8][CH:12]([C:13](=[O:14])[NH:15][CH2:16][CH:17]([CH2:18][NH:19][C:20](=[O:21])[O:22][C:23]([CH3:24])([CH3:25])[CH3:26])[OH:27])[CH2:28][OH:29]. The reactants are CCC(C)(CC)C(=O)CC(O)C(=O)O, CCO, [Cl-], [K+], [Na+], [OH-], O. Yields the product CCC(C)(CC)C(=O)C=CC(=O)O. RXN SMILES: [CH2:8]([CH3:9])[C:10]([C:11]([CH2:12][CH:13]([C:14](=[O:15])[OH:16])[OH:17])=[O:18])([CH2:19][CH3:20])[CH3:21].[CH3:1][CH2:2][OH:3].[Cl-:7].[K+:5].[Na+:6].[OH-:4].[OH2:22]>>[CH2:8]([CH3:9])[C:10]([C:11]([CH:12]=[CH:13][C:14](=[O:15])[OH:16])=[O:18])([CH2:19][CH3:20])[CH3:21]. The reactants are IC1=CC=C(C=C1)NN (4-iodophenylhydrazine), C(C)(=O)O (acetic acid). Product: IC1=CC=C(C=C1)NNC(C)=O (N′-(4-Iodophenyl)acetohydrazide). RXN SMILES: [I:1][C:2]1[CH:7]=[CH:6][C:5]([NH:8][NH2:9])=[CH:4][CH:3]=1.[C:10](O)(=[O:12])[CH3:11]>>[I:1][C:2]1[CH:7]=[CH:6][C:5]([NH:8][NH:9][C:10](=[O:12])[CH3:11])=[CH:4][CH:3]=1. Reported procedure: A mixture of 10 g of 4-iodophenylhydrazine in 80 ml of acetic acid is refluxed for 5 hours. The reaction mixture is concentrated under vacuum, the residue is taken up with water, and the precipitate formed is filter-dried and washed with a propan-2-ol/PE (50/50; v/v) mixture. 9 g of the expected compound are obtained. Reactants: BrC1=NC=C(C=C1)F (2-bromo-5-fluoropyridine), C(C)(C)(C)[Li].CCCCC (tert-butyl lithium pentane), ClC1=NC(=NC2=CC=CC=C12)C(=O)OCC (ethyl 4-chloroquinazoline-2-carboxylate), [Cl-].[NH4+] (ammonium chloride). Solvent: C(C)OCC (diethyl ether), C(C)OCC.C(Cl)Cl (diethyl ether DCM). Reaction conditions: temperature -78 celsius, time 20 minute. The product is ClC1=NC(=NC2=CC=CC=C12)C(=O)C1=NC=C(C=C1)F ((4-chloroquinazolin-2-yl)(5-fluoropyridin-2-yl)methanone). Isolated yield 24.7%. RXN SMILES: Br[C:2]1[CH:7]=[CH:6][C:5]([F:8])=[CH:4][N:3]=1.C([Li])(C)(C)C.CCCCC.[Cl:19][C:20]1[C:29]2[C:24](=[CH:25][CH:26]=[CH:27][CH:28]=2)[N:23]=[C:22]([C:30](OCC)=[O:31])[N:21]=1.[Cl-].[NH4+]>C(OCC)C.C(OCC)C.C(Cl)Cl>[Cl:19][C:20]1[C:29]2[C:24](=[CH:25][CH:26]=[CH:27][CH:28]=2)[N:23]=[C:22]([C:30]([C:2]2[CH:7]=[CH:6][C:5]([F:8])=[CH:4][N:3]=2)=[O:31])[N:21]=1 |f:1.2,4.5,7.8|. Procedure details: To a stirred solution of 2-bromo-5-fluoropyridine (237 mg, 2.11 mmol) in anhydrous diethyl ether (7 mL) at −78° C. was added dropwise 1.7 M tert-butyl lithium/pentane (4 mL, 6.8 mmol). The brown mixture was stirred at −78° C. for 20 min, then ethyl 4-chloroquinazoline-2-carboxylate (500 mg, 2.11 mmol) in 3:1 diethyl ether/DCM (4 mL) was added to the mixture over 40 min. The resulting mixture was stirred at −78° C. for 1 h and then at −40° C. for 4 h. Then 10% aq ammonium chloride was added and t... Starting materials: C(CCCCCCC\C=C/CCCCCCCC)O (oleyl alcohol), C(Cl)Cl (DCM), CS(=O)(=O)Cl (methane sulphonylchloride). Run in C(C)N(CC)CC (triethylamine). The product is CS(=O)(=O)OCCCCCCCC\C=C/CCCCCCCC (oleyl methanesulphonate). Isolated yield 96.4%. RXN SMILES: [CH2:1]([OH:19])[CH2:2][CH2:3][CH2:4][CH2:5][CH2:6][CH2:7][CH2:8]/[CH:9]=[CH:10]\[CH2:11][CH2:12][CH2:13][CH2:14][CH2:15][CH2:16][CH2:17][CH3:18].C(Cl)Cl.[CH3:23][S:24](Cl)(=[O:26])=[O:25]>C(N(CC)CC)C>[CH3:23][S:24]([O:19][CH2:1][CH2:2][CH2:3][CH2:4][CH2:5][CH2:6][CH2:7][CH2:8]/[CH:9]=[CH:10]\[CH2:11][CH2:12][CH2:13][CH2:14][CH2:15][CH2:16][CH2:17][CH3:18])(=[O:26])=[O:25]. Procedure details: Preparation A was repeated using 410 g oleyl alcohol, 2 liters DCM, 322 ml triethylamine, 194 g methane sulphonylchloride to yield 510 g (96%) oleyl methanesulphonate product.